describe an organic reaction: reactants, conditions, products, and yield From a dataset of the Open Reaction Database (ORD), a public repository of structured organic reaction records. Reactants: CO, O=C(O)CC1CCc2ccccc2C1=O, O=[N+]([O-])O. The product is O=C(O)CC1CCc2ccc([N+](=O)[O-])cc2C1=O. As a reaction SMILES: [CH3:20][OH:21].[O:5]=[C:6]1[CH:7]([CH2:16][C:17](=[O:18])[OH:19])[CH2:8][CH2:9][c:10]2[cH:11][cH:12][cH:13][cH:14][c:15]21.[OH:1][N+:2]([O-:3])=[O:4]>>[O-:1][N+:2](=[O:4])[c:13]1[cH:12][cH:11][c:10]2[c:15]([cH:14]1)[C:6](=[O:5])[CH:7]([CH2:16][C:17](=[O:18])[OH:19])[CH2:8][CH2:9]2. The reactants are ClC1=NC(=CC(=N1)Cl)NC(C)(C)C (2,4-dichloro-6-(1,1-dimethylethylamino)pyrimidine), N1CCCC1 (pyrrolidine). The product is ClC1=NC(=NC(=C1)NC(C)(C)C)N1CCCC1 (4-chloro-6-(1,1-dimethylethylamino)-2-pyrrolidinopyrimidine). Yield: 73.8%. Reaction SMILES: Cl[C:2]1[N:7]=[C:6]([Cl:8])[CH:5]=[C:4]([NH:9][C:10]([CH3:13])([CH3:12])[CH3:11])[N:3]=1.[NH:14]1[CH2:18][CH2:17][CH2:16][CH2:15]1>>[Cl:8][C:6]1[CH:5]=[C:4]([NH:9][C:10]([CH3:13])([CH3:12])[CH3:11])[N:3]=[C:2]([N:14]2[CH2:18][CH2:17][CH2:16][CH2:15]2)[N:7]=1. Reported procedure: By reacting 2,4-dichloro-6-(1,1-dimethylethylamino)pyrimidine with pyrrolidine as described in Example 12, the title product is obtained in a yield of 73.8%, m.p.: 148°-150° C. Reactants: CCCCc1nc(-c2ccc(C(F)(F)F)cc2)ncc1COc1ccc(OC(C)(C)C(=O)OCC)cc1, [Li+], [OH-]. The product is CCCCc1nc(-c2ccc(C(F)(F)F)cc2)ncc1COc1ccc(OC(C)(C)C(=O)O)cc1. RXN SMILES: [CH2:1]([CH3:2])[O:3][C:4]([C:5]([CH3:6])([CH3:7])[O:8][c:9]1[cH:10][cH:11][c:12]([O:15][CH2:16][c:17]2[c:18]([CH2:33][CH2:34][CH2:35][CH3:36])[n:19][c:20](-[c:23]3[cH:24][cH:25][c:26]([C:29]([F:30])([F:31])[F:32])[cH:27][cH:28]3)[n:21][cH:22]2)[cH:13][cH:14]1)=[O:37].[Li+:39].[OH-:38]>>[O:3]=[C:4]([C:5]([CH3:6])([CH3:7])[O:8][c:9]1[cH:10][cH:11][c:12]([O:15][CH2:16][c:17]2[c:18]([CH2:33][CH2:34][CH2:35][CH3:36])[n:19][c:20](-[c:23]3[cH:24][cH:25][c:26]([C:29]([F:30])([F:31])[F:32])[cH:27][cH:28]3)[n:21][cH:22]2)[cH:13][cH:14]1)[OH:37]. Reactants: O=C1SCC(CO)N1Cc1ccccc1, CS(C)=O, CCOC(C)=O, C(=NC1CCCCC1)=NC1CCCCC1, O=C(O)C(F)(F)F, c1ccncc1. Yields the product O=CC1CSC(=O)N1Cc1ccccc1. As a reaction SMILES: [CH2:1]([c:2]1[cH:3][cH:4][cH:5][cH:6][cH:7]1)[N:8]1[C:9](=[O:15])[S:10][CH2:11][CH:12]1[CH2:13][OH:14].[CH3:44][S:45]([CH3:46])=[O:47].[CH3:48][CH2:49][O:50][C:51](=[O:52])[CH3:53].[CH:29]1([N:30]=[C:31]=[N:32][CH:33]2[CH2:34][CH2:35][CH2:36][CH2:37][CH2:38]2)[CH2:39][CH2:40][CH2:41][CH2:42][CH2:43]1.[OH:22][C:23]([C:24]([F:25])([F:26])[F:27])=[O:28].[cH:16]1[cH:17][cH:18][n:19][cH:20][cH:21]1>>[CH2:1]([c:2]1[cH:3][cH:4][cH:5][cH:6][cH:7]1)[N:8]1[C:9](=[O:15])[S:10][CH2:11][CH:12]1[CH:13]=[O:14]. The reactants are 2-methyl- or 3-methyl- or 4-methylphenylacetic acid, C(C1=CC=CC=C1)OC1=CC=C(C=C1)CC(=O)O (4-benzyloxyphenylacetic acid), O(C1=CC=CC=C1)C=1C=C(C=CC1)CC(=O)O (3-phenoxyphenylacetic acid), C(=O)NC1=CC=C(C=C1)CC(=O)O (4-formylaminophenylacetic acid), COC1=C(C=CC(=C1OC)OC)CC(=O)O (2,3,4-trimethoxyphenylacetic acid), CN(C)C1=CC=C(C=C1)CC(=O)O (4-N,N-dimethylaminophenylacetic acid), [N+](=O)([O-])C=1C=C(C=CC1OC)CC(=O)O (3-nitro-4-methoxyphenylacetic acid), [N+](=O)([O-])C1=C(C=CC(=C1)[N+](=O)[O-])CC(=O)O (2,4-dinitrophenylacetic acid), 2-fluoro- or 3-fluoro- or 4-fluorophenylacetic acid, 2-methoxy- or 3-methoxy- or 4-methoxyphenylacetic acid, 2-nitro- or 3-nitro- or 4-nitrophenylacetic acid, C(C)(C)(C)C1=CC=C(C=C1)CC(=O)O (4-tert-butylphenylacetic acid), COC=1C=C(C=CC1OC)CC(=O)O (3,4-dimethoxyphenylacetic acid), C(C)OC=1C=C(C=CC1OCC)CC(=O)O (3,4-diethoxyphenylacetic acid), C1(=CC=C(C=C1)CC(=O)O)C1=CC=CC=C1 (4-biphenylacetic acid), 2-acetamino- or 3-acetamino- or 4-acetaminophenylacetic acid, 2,6-dichloro- or 3,4-dichlorophenylacetic acid, BrC=1C=C(C=CC1OC)CC(=O)O (3-bromo-4-methoxyphenylacetic acid), 3-(N)-BOC aminophenylacetic acid, ClC=1C=C(C=CC1OC)CC(=O)O (3-chloro-4-methoxyphenylacetic acid), C1OC=2C=C(C=CC2O1)CC(=O)O (3,4-methylenedioxyphenylacetic acid), 2-chloro- or 3-chloro- or 4-chlorophenylacetic acid, FC1=C(C(=CC=C1)F)CC(=O)O (2,6-difluorophenylacetic acid). Product: C1(=CC=CC=C1)CC(=O)O (Phenylacetic acid). Reaction SMILES: C([C:5]1[CH:10]=[CH:9][C:8]([CH2:11][C:12]([OH:14])=[O:13])=[CH:7][CH:6]=1)(C)(C)C.FC1C=CC=C(F)C=1CC(O)=O.[N+](C1C=C([N+]([O-])=O)C=CC=1CC(O)=O)([O-])=O.C(OC1C=CC(CC(O)=O)=CC=1)C1C=CC=CC=1.ClC1C=C(CC(O)=O)C=CC=1OC.BrC1C=C(CC(O)=O)C=CC=1OC.[N+](C1C=C(CC(O)=O)C=CC=1OC)([O-])=O.COC1C=C(CC(O)=O)C=CC=1OC.COC1C(OC)=C(OC)C=CC=1CC(O)=O.C1OC2C=CC(CC(O)=O)=CC=2O1.C(OC1C=C(CC(O)=O)C=CC=1OCC)C.C1(C2C=CC=CC=2)C=CC(CC(O)=O)=CC=1.O(C1C=C(CC(O)=O)C=CC=1)C1C=CC=CC=1.C(NC1C=CC(CC(O)=O)=CC=1)=O.CN(C1C=CC(CC(O)=O)=CC=1)C>>[C:8]1([CH2:11][C:12]([OH:14])=[O:13])[CH:9]=[CH:10][CH:5]=[CH:6][CH:7]=1. Reported procedure: 2-methyl- or 3-methyl- or 4-methylphenylacetic acid, 4-tert-butylphenylacetic acid; 2-chloro- or 3-chloro- or 4-chlorophenylacetic acid; 2,6-dichloro- or 3,4-dichlorophenylacetic acid; 2-fluoro- or 3-fluoro- or 4-fluorophenylacetic acid; 2,6-difluorophenylacetic acid; 2-nitro- or 3-nitro- or 4-nitrophenylacetic acid; 2,4-dinitrophenylacetic acid; 2-methoxy- or 3-methoxy- or 4-methoxyphenylacetic acid; 4-benzyloxyphenylacetic acid; 3-chloro-4-methoxyphenylacetic acid; 3-bromo-4-methoxyphenylaceti... RXN SMILES: [C:1]1([OH:7])[CH:6]=[CH:5][CH:4]=[CH:3][CH:2]=1.[CH3:8][CH:9]=[CH2:10].[CH3:11][CH:12]=[CH2:13].[CH3:14][CH:15]=[CH2:16].[CH3:17][CH:18]=[CH2:19].[CH3:20][CH:21]=[CH2:22].[H-].[Ca+2:24].[H-].[Ca]>>[Ca:24].[CH2:10]([C:2]1[CH:3]=[CH:4][CH:5]=[CH:6][C:1]=1[OH:7])[CH2:9][CH2:8][CH2:13][CH2:12][CH2:11][CH2:16][CH2:15][CH2:14][CH2:19][CH2:18][CH2:17][CH2:20][CH2:21][CH3:22] |f:1.2.3.4.5,6.7.8,10.11|. Starting materials: C1(=CC=CC=C1)O (phenol), oil, C15 branched alkylphenol, [Ca] (calcium), olefin, CC=C.CC=C.CC=C.CC=C.CC=C (propylene pentamer), [H-].[Ca+2].[H-] (calcium hydride). The product is [Ca].C(CCCCCCCCCCCCCC)C1=C(C=CC=C1)O (pentadecylphenol calcium salt). Reported procedure: Branched pentadecylphenol calcium salt was prepared from the alkylation of phenol with a branched chain C14-C18 olefin derived primarily from propylene pentamer. To a 2-liter round bottom flask equipped with a mechanical stirred, Dean Stark trap fitted with a condenser under an atmosphere of dry nitrogen was charged with 705 gm (2.32 moles) of a C15 branched alkylphenol followed by 500 gm of Chevron RLOP 100N oil. This mixture was cooled to approximately 13° C. using an ice bath and then 48.8 gm... Run at temperature 13 celsius, time 18 hour. Reactants: FC=1C=C(/C=C/C(=O)O)C=CC1F (trans-3,4-difluorocinnamic acid), S(O)(O)(=O)=O (sulfuric acid), CO (methanol). Run at time 48 hour. The product is COC(\C=C\C1=CC(=C(C=C1)F)F)=O (trans-3,4-difluorocinnamic acid methyl ester). RXN SMILES: [F:1][C:2]1[CH:3]=[C:4]([CH:10]=[CH:11][C:12]=1[F:13])/[CH:5]=[CH:6]/[C:7]([OH:9])=[O:8].S(=O)(=O)(O)O.[CH3:19]O>>[CH3:19][O:8][C:7](=[O:9])/[CH:6]=[CH:5]/[C:4]1[CH:10]=[CH:11][C:12]([F:13])=[C:2]([F:1])[CH:3]=1. Procedure: To a solution of trans-3,4-difluorocinnamic acid (10 g,54 mmol) in 300 mL methanol was added concentrated sulfuric acid (2 mL). The solution was stirred 48 h at ambient temperature and then concentrated in vacuo. The residue was taken up in ethyl acetate (500 mL) and washed with saturated sodium bicarbonate (2×100 mL), brine (1×100 mL), dried with magnesium sulfate, and concentrated in vacuo to provide trans-3,4-difluorocinnamic acid methyl ester as a white solid. Starting materials: [Si](C)(C)(C(C)(C)C)OC=1C=CC(=C(C(=O)OC)C1)C (Methyl 5-{[tert-butyl(dimethyl)silyl]oxy}-2-methylbenzoate), solution, [H-].C(C(C)C)[Al+]CC(C)C (diisobutylaluminum hydride), CCCCCC (hexane). Solvent: ClCCl (dichloromethane). Run at temperature -78 celsius, time 2 hour. Yields the product [Si](C)(C)(C(C)(C)C)OC=1C=CC(=C(C1)CO)C ((5-{[tert-Butyl(dimethyl)silyl]oxy}-2-methylphenyl)methanol). Yield: 99.2%. As a reaction SMILES: [Si:1]([O:8][C:9]1[CH:10]=[CH:11][C:12]([CH3:19])=[C:13]([CH:18]=1)[C:14](OC)=[O:15])([C:4]([CH3:7])([CH3:6])[CH3:5])([CH3:3])[CH3:2].[H-].C([Al+]CC(C)C)C(C)C.CCCCCC>ClCCl>[Si:1]([O:8][C:9]1[CH:10]=[CH:11][C:12]([CH3:19])=[C:13]([CH2:14][OH:15])[CH:18]=1)([C:4]([CH3:7])([CH3:6])[CH3:5])([CH3:2])[CH3:3] |f:1.2|. Reported procedure: To a stirred solution of methyl 5-{[tert-butyl(dimethyl)silyl]oxy}-2-methylbenzoate (step 2, 810 mg, 2.89 mmol) in dichloromethane (15 mL) was added a 0.95 M solution of diisobutylaluminum hydride in hexane (6.69 mL, 6.35 mmol) at −78° C. The mixture was stirred at −78° C. for 2 h. The reaction was quenched by addition of water (6.7 mL) at −78° C. The mixture was diluted with dichloromethane (50 mL) and hexane (50 mL), and the mixture was stirred at room temperature for 16 h. The mixture was dri...